This data is from the Open Reaction Database (ORD), a public repository of structured organic reaction records. The task is: describe an organic reaction: reactants, conditions, products, and yield Starting materials: NC1=C(C=C(C=N1)C=1C=C(C(=O)O)C=CC1)C(NC1=CC=NC=C1)=O (3-[6-amino-5-(pyridin-4-ylcarbamoyl)-pyridin-3-yl]-benzoic acid), N (ammonia). The product is NC1=C(C(=O)NC2=CC=NC=C2)C=C(C=N1)C1=CC(=CC=C1)C(N)=O (2-Amino-5-(3-carbamoyl-phenyl)-N-pyridin-4-yl-nicotinamide). Reaction SMILES: [NH2:1][C:2]1[N:7]=[CH:6][C:5]([C:8]2[CH:9]=[C:10]([CH:14]=[CH:15][CH:16]=2)[C:11]([OH:13])=O)=[CH:4][C:3]=1[C:17](=[O:25])[NH:18][C:19]1[CH:24]=[CH:23][N:22]=[CH:21][CH:20]=1.[NH3:26]>>[NH2:1][C:2]1[N:7]=[CH:6][C:5]([C:8]2[CH:16]=[CH:15][CH:14]=[C:10]([C:11](=[O:13])[NH2:26])[CH:9]=2)=[CH:4][C:3]=1[C:17]([NH:18][C:19]1[CH:24]=[CH:23][N:22]=[CH:21][CH:20]=1)=[O:25]. Procedure details: Reaction of 3-[6-amino-5-(pyridin-4-ylcarbamoyl)-pyridin-3-yl]-benzoic acid with ammonia gives “A99”; method 2: HPLC/MS: 1.64 min, [M+H]=334. Yields the product [NH4+].[OH-] (NH4OH), ClCCOC1=CC=C(C=C1)N (4-(2-chloro-ethoxy)-phenylamine). Isolated yield 90.0%. The reactants are ClCCOC1=CC=C(C=C1)N (4-(2-Chloro-ethoxy)-phenylamine), ClCCOC1=CC=C(C=C1)[N+](=O)[O-] (1-(2-chloro-ethoxy)-4-nitro-benzene), SnCl2-2H2O. Reaction conditions: temperature 70 celsius. Run in C(C)O (ethanol). Procedure details: 4-(2-Chloro-ethoxy)-phenylamine can be synthesized by the following procedure. A suspension of 1-(2-chloro-ethoxy)-4-nitro-benzene (1.5 mmol) (from Example 1c) and SnCl2-2H2O (5.9 mmol) in absolute ethanol (120 mL) is heated at 70° C. for 2 h. The solvent is removed under vacuum and the residue is dissolved in 5% NaOH and extracted with EtOAc (3×50 mL). The organic layer is washed with 5% NaOH (1×50 mL), water (1×50 mL), brine, and dried over Na2SO4 and reduced to dryness. The dark crude residue... RXN SMILES: ClCC[O:4]C1C=CC([NH2:11])=CC=1.[Cl:12][CH2:13][CH2:14][O:15][C:16]1[CH:21]=[CH:20][C:19]([N+:22]([O-])=O)=[CH:18][CH:17]=1>C(O)C>[NH4+:11].[OH-:4].[Cl:12][CH2:13][CH2:14][O:15][C:16]1[CH:21]=[CH:20][C:19]([NH2:22])=[CH:18][CH:17]=1 |f:3.4|. Starting materials: CC(C)O, OC(CNC1CCC(Nc2cc(-c3nc(NCC4CCOCC4)ccc3Cl)c(Cl)cn2)CC1)C(F)(F)F, FC(F)(F)C1CO1, CC1(C)CC(CNc2ccc(Cl)c(-c3cc(NC4CCC(N)CC4)ncc3Cl)n2)CCO1. The product is CC1(C)CC(CNc2ccc(Cl)c(-c3cc(NC4CCC(NCC(O)C(F)(F)F)CC4)ncc3Cl)n2)CCO1. As a reaction SMILES: [CH3:77][CH:78]([OH:79])[CH3:80].[Cl:1][c:2]1[c:3](-[c:4]2[c:5]([Cl:6])[cH:7][n:8][c:9]([NH:10][CH:11]3[CH2:12][CH2:13][CH:14]([NH:15][CH2:31][CH:32]([C:33]([F:34])([F:35])[F:36])[OH:37])[CH2:16][CH2:17]3)[cH:18]2)[n:19][c:20]([NH:21][CH2:22][CH:23]2[CH2:24][CH2:25][O:26][CH2:27][CH2:28]2)[cH:29][cH:30]1.[F:70][C:71]([F:72])([F:73])[CH:74]1[O:75][CH2:76]1.[NH2:38][CH:39]1[CH2:40][CH2:41][CH:42]([NH:45][c:46]2[n:47][cH:48][c:49]([Cl:69])[c:50](-[c:52]3[n:53][c:54]([NH:59][CH2:60][CH:61]4[CH2:62][C:63]([CH3:67])([CH3:68])[O:64][CH2:65][CH2:66]4)[cH:55][cH:56][c:57]3[Cl:58])[cH:51]2)[CH2:43][CH2:44]1>>[CH2:31]([CH:32]([C:33]([F:34])([F:35])[F:36])[OH:37])[NH:38][CH:39]1[CH2:40][CH2:41][CH:42]([NH:45][c:46]2[n:47][cH:48][c:49]([Cl:69])[c:50](-[c:52]3[n:53][c:54]([NH:59][CH2:60][CH:61]4[CH2:62][C:63]([CH3:67])([CH3:68])[O:64][CH2:65][CH2:66]4)[cH:55][cH:56][c:57]3[Cl:58])[cH:51]2)[CH2:43][CH2:44]1. The reactants are [OH-].[K+] (potassium hydroxide), CN(C=O)C (dimethylformamide), C1=NC(=CC=2C3=CC=CC=C3NC12)C=O (beta-carboline-3-carboxaldehyde), ONCl (hydroxylamino-hydrochloride). Run in CO (methanol). Run at time 8 hour. The product is C1=NC(=CC=2C3=CC=CC=C3NC12)C=NO (beta-carboline-3-carboxaldehyde-oxime). Yield: 67.3%. As a reaction SMILES: [OH-].[K+].CN(C)C=O.[CH:8]1[C:20]2[NH:19][C:18]3[C:13](=[CH:14][CH:15]=[CH:16][CH:17]=3)[C:12]=2[CH:11]=[C:10]([CH:21]=O)[N:9]=1.[OH:23][NH:24]Cl>CO>[CH:8]1[C:20]2[NH:19][C:18]3[C:13](=[CH:14][CH:15]=[CH:16][CH:17]=3)[C:12]=2[CH:11]=[C:10]([CH:21]=[N:24][OH:23])[N:9]=1 |f:0.1|. Procedure details: A solution of 3.1 g of potassium hydroxide in 40 ml of methanol is added to a mixture of 150 ml of dimethylformamide, 6.9 g of beta-carboline-3-carboxaldehyde and 3.1 g of hydroxylamino-hydrochloride. The reaction mixture is allowed to stand at room temperature overnight. After evaporation, 50 ml of water is added. The reaction product is filtered off. 6.9 g of the air-dried product is heated in the steam bath together with 35 ml of 2 propanol and, after cooling, is filtered off. 5 g of beta-car... The reactants are COC(=O)C1=NC(=C(N=C1)O)Br (6-bromo-5-hydroxy-pyrazine-2-carboxylic acid methyl ester), O=P(Cl)(Cl)Cl (POCl3). The product is COC(=O)C1=NC(=C(N=C1)Cl)Br (6-Bromo-5-chloro-pyrazine-2-carboxylic acid methyl ester). Isolated yield 29.0%. As a reaction SMILES: [CH3:1][O:2][C:3]([C:5]1[CH:10]=[N:9][C:8](O)=[C:7]([Br:12])[N:6]=1)=[O:4].O=P(Cl)(Cl)[Cl:15]>>[CH3:1][O:2][C:3]([C:5]1[CH:10]=[N:9][C:8]([Cl:15])=[C:7]([Br:12])[N:6]=1)=[O:4]. Reported procedure: A mixture of 6-bromo-5-hydroxy-pyrazine-2-carboxylic acid methyl ester and 9.75 mL (10.7 mmol) POCl3 was refluxed for 3 h and subsequently quenched with 200 g ice. The mixture was extracted with DCM, the combined organic phases were dried with MgSO4 and evaporated to dryness the residue was purified by column chromatography on silica eluting with a gradient formed from ethyl acetate and heptane. The product fractions were combined and evaporated to dryness to yield 0.95 g (29%) of the title comp... Reactants: CSc1ncc(O)cn1, CCOC(C)=O, CC#N, O=C(c1ccccc1)C(F)(F)Cl, [K+], [K+], O=C([O-])[O-], O. Yields the product CSc1ncc(OC(F)F)cn1. RXN SMILES: [CH3:1][S:2][c:3]1[n:4][cH:5][c:6]([OH:9])[cH:7][n:8]1.[CH3:28][CH2:29][O:30][C:31]([CH3:32])=[O:33].[CH3:34][C:35]#[N:36].[Cl:16][C:17]([C:18]([c:19]1[cH:20][cH:21][cH:22][cH:23][cH:24]1)=[O:25])([F:26])[F:27].[K+:10].[K+:11].[O-:12][C:13]([O-:14])=[O:15].[OH2:37]>>[CH3:1][S:2][c:3]1[n:4][cH:5][c:6]([O:9][CH:17]([F:26])[F:27])[cH:7][n:8]1.